This data is from the Open Reaction Database (ORD), a public repository of structured organic reaction records. The task is: describe an organic reaction: reactants, conditions, products, and yield Starting materials: CCN(CC)CCN, Cc1cc(C(=O)O)[nH]c1C=O, CN(C)C=O, On1nnc2ccccc21. Product: CCN(CC)CCNC(=O)c1cc(C)c(C=O)[nH]1. Reaction SMILES: [CH2:22]([CH3:23])[N:24]([CH2:25][CH3:26])[CH2:27][CH2:28][NH2:29].[CH:1](=[O:2])[c:3]1[c:4]([CH3:11])[cH:5][c:6]([C:8](=[O:9])[OH:10])[nH:7]1.[O:30]=[CH:31][N:32]([CH3:33])[CH3:34].[OH:12][n:13]1[c:14]2[cH:15][cH:16][cH:17][cH:18][c:19]2[n:20][n:21]1>>[CH:1](=[O:2])[c:3]1[c:4]([CH3:11])[cH:5][c:6]([C:8](=[O:10])[NH:29][CH2:28][CH2:27][N:24]([CH2:22][CH3:23])[CH2:25][CH3:26])[nH:7]1. Reactants: ClCC(=O)Cl (chloroacetyl chloride), FC1=C(C=CC=C1)F (1,2-difluorobenzene), C(CCCCC)[Li] (n-hexyllithium). The reagents and catalysts are [Cu]Cl (copper(I) chloride), [Cl-].[Zn+2].[Cl-] (zinc chloride). The solvent is C1CCOC1 (THF). Run at temperature 0 celsius, time 1 hour. Product: ClCC(=O)C1=C(C(=CC=C1)F)F (2-Chloro-1-(2,3-difluorophenyl)ethanone). Isolated yield 71.0%. Reaction SMILES: [F:1][C:2]1[CH:7]=[CH:6][CH:5]=[CH:4][C:3]=1[F:8].C([Li])CCCCC.[Cl:16][CH2:17][C:18](Cl)=[O:19]>[Cl-].[Zn+2].[Cl-].[Cu]Cl.C1COCC1>[Cl:16][CH2:17][C:18]([C:4]1[CH:5]=[CH:6][CH:7]=[C:2]([F:1])[C:3]=1[F:8])=[O:19] |f:3.4.5|. Procedure details: To a 5 L 4-necked round bottom flask was charged 1,2-difluorobenzene (130.0 g) and dry THF (1.3 L). This solution was cooled to <−60 while stirring under nitrogen. To this was added n-hexyllithium (455 mL of 2.5 M/hexane) dropwise such that T<−60 (˜15 minute addition). The solution quickly turned into a stirrable slurry, which was aged for 1 hour cold. To this was added zinc chloride (2.3 L of 0.5 M/THF) such that T<−60 and the slurry quickly became a homogeneous solution. This was warmed to 0° ...